From a dataset of the Open Reaction Database (ORD), a public repository of structured organic reaction records. describe an organic reaction: reactants, conditions, products, and yield Reactants: resultant mixture, FC(C1=NNC(=C1)C(=O)OCC)(F)F (ethyl 3-(trifluoromethyl)-1H-pyrazol-5-carboxylate), [H-].C(C(C)C)[Al+]CC(C)C (diisobutylaluminum hydride), resultant solution, S(=O)(=O)([O-])[O-].[Na+].[Na+] (sodium sulfate), residue, S(=O)(Cl)Cl (thionyl chloride). The solvent is O1CCCC1 (tetrahydrofuran), ClCCl (dichloromethane). Product: crude product, ClCC1=CC(=NN1)C(F)(F)F (5-(Chloromethyl)-3-(trifluoromethyl)-1H-pyrazole). As a reaction SMILES: [F:1][C:2]([F:14])([F:13])[C:3]1[CH:7]=[C:6]([C:8](OCC)=O)[NH:5][N:4]=1.[H-].C([Al+]CC(C)C)C(C)C.S([O-])([O-])(=O)=O.[Na+].[Na+].S(Cl)([Cl:34])=O>ClCCl.O1CCCC1>[Cl:34][CH2:8][C:6]1[NH:5][N:4]=[C:3]([C:2]([F:14])([F:13])[F:1])[CH:7]=1 |f:1.2,3.4.5|. Procedure: To a tetrahydrofuran solution (4 mL) of ethyl 3-(trifluoromethyl)-1H-pyrazol-5-carboxylate (104 mg, 0.50 mmol), diisobutylaluminum hydride (1.75 mL, 1.75 mmol, toluene solution) was added at 0° C. and the resultant solution was stirred for 2 hours. To the reaction solution, saturated sodium sulfate aqueous solution was added and the resultant mixture was dried over anhydrous magnesium sulfate and concentrated under reduced pressure. Subsequently, to a dichloromethane solution of the obtained res... Reactants: Cl.CC1=C(C=CC=2C(OCC21)=O)CCN2CCNCC2 (4-methyl-5-[2-(piperazin-1-yl)ethyl]-2-benzofuran-1(3H)-one hydrochloride), FC(OC1=C(C#N)C=CC(=C1)CC=O)F (2-(difluoromethoxy)-4-(2-oxoethyl)benzonitrile). Yields the product FC(OC1=C(C#N)C=CC(=C1)CCN1CCN(CC1)CCC=1C(=C2COC(C2=CC1)=O)C)F (2-(Difluoromethoxy)-4-[2-[4-[2-(4-methyl-1-oxo-3H-isobenzofuran-5-yl)ethyl]piperazin-1-yl]ethyl]benzonitrile). As a reaction SMILES: Cl.[CH3:2][C:3]1[C:11]2[CH2:10][O:9][C:8](=[O:12])[C:7]=2[CH:6]=[CH:5][C:4]=1[CH2:13][CH2:14][N:15]1[CH2:20][CH2:19][NH:18][CH2:17][CH2:16]1.[F:21][CH:22]([F:35])[O:23][C:24]1[CH:31]=[C:30]([CH2:32][CH:33]=O)[CH:29]=[CH:28][C:25]=1[C:26]#[N:27]>>[F:21][CH:22]([F:35])[O:23][C:24]1[CH:31]=[C:30]([CH2:32][CH2:33][N:18]2[CH2:19][CH2:20][N:15]([CH2:14][CH2:13][C:4]3[C:3]([CH3:2])=[C:11]4[C:7](=[CH:6][CH:5]=3)[C:8](=[O:12])[O:9][CH2:10]4)[CH2:16][CH2:17]2)[CH:29]=[CH:28][C:25]=1[C:26]#[N:27] |f:0.1|. Procedure details: 2-(Difluoromethoxy)-4-[2-[4-[2-(4-methyl-1-oxo-3H-isobenzofuran-5-yl)ethyl]piperazin-1-yl]ethyl]benzonitrile was prepared in a similar fashion to that described for the synthesis of Example 38 starting from 4-methyl-5-[2-(piperazin-1-yl)ethyl]-2-benzofuran-1(3H)-one hydrochloride and 2-(difluoromethoxy)-4-(2-oxoethyl)benzonitrile. LC-MS (IE, m/z): 456.5 [M+1]+. (0.16 μM) Reaction SMILES: COC(=O)CC1CCN(C(OC(C)(C)C)=O)CC1.C(C1C=NC=CC=1[CH2:27][C:28]([CH3:33])([CH3:32])[C:29]([NH2:31])=[O:30])=O.[OH:34][CH:35]([C:54]1[C:55](NC(=O)C(C)(C)C)=[N:56][CH:57]=[CH:58][CH:59]=1)[CH:36]([CH:41]1[CH2:46][CH2:45][N:44]([C:47]([O:49][C:50]([CH3:53])([CH3:52])[CH3:51])=[O:48])[CH2:43][CH2:42]1)[C:37]([O:39][CH3:40])=[O:38]>>[OH:34][CH:35]([C:54]1[CH:55]=[N:56][CH:57]=[CH:58][C:59]=1[NH:31][C:29](=[O:30])[C:28]([CH3:33])([CH3:32])[CH3:27])[CH:36]([CH:41]1[CH2:42][CH2:43][N:44]([C:47]([O:49][C:50]([CH3:51])([CH3:53])[CH3:52])=[O:48])[CH2:45][CH2:46]1)[C:37]([O:39][CH3:40])=[O:38]. Procedure: tert-butyl 4-(2-methoxy-2-oxoethyl)piperidine-1-carboxylate (1.33 g, 5.2 mmol) and N-(3-formyl-4-pyridinyl-2,2-dimethylpropanamide (1.0 g, 4.7 mmol) were reacted in a manner analogous to the preparation of tert-butyl 4-(1-hydroxy-3-methoxy-3-oxo-1-(2-pivalamidopyridin-3-yl)propan-2-yl)piperidine-1-carboxylate. Title compound was obtained as white foam in 54% yield. (M+H)+=464.2. Yields the product OC(C(C(=O)OC)C1CCN(CC1)C(=O)OC(C)(C)C)C=1C=NC=CC1NC(C(C)(C)C)=O (tert-Butyl 4-(1-hydroxy-3-methoxy-3-oxo-1-(4-pivalamidopyridin-3-yl)propan-2-yl)piperidine-1-carboxylate). Yield: 54.0%. Starting materials: COC(CC1CCN(CC1)C(=O)OC(C)(C)C)=O (tert-butyl 4-(2-methoxy-2-oxoethyl)piperidine-1-carboxylate), C(=O)C=1C=NC=CC1CC(C(=O)N)(C)C (3-formyl-4-pyridinyl-2,2-dimethylpropanamide), OC(C(C(=O)OC)C1CCN(CC1)C(=O)OC(C)(C)C)C=1C(=NC=CC1)NC(C(C)(C)C)=O (tert-butyl 4-(1-hydroxy-3-methoxy-3-oxo-1-(2-pivalamidopyridin-3-yl)propan-2-yl)piperidine-1-carboxylate). Starting materials: CN(CCC1=CC=C(C=C1)[N+](=O)[O-])CCSC1=CC=C(C=C1)[N+](=O)[O-] (2-[N-methyl-N-(4-nitrophenethyl)amino]-1-(4-nitrophenylthio)ethane). Reagents/catalysts: [Ni] (Raney nickel). The product is NC1=CC=C(C=C1)SCCN(C)CCC1=CC=C(C=C1)N (1-(4-Aminophenylthio)-2-[N-(4-aminophenethyl)-N-methylamino]ethane). RXN SMILES: [CH3:1][N:2]([CH2:14][CH2:15][S:16][C:17]1[CH:22]=[CH:21][C:20]([N+:23]([O-])=O)=[CH:19][CH:18]=1)[CH2:3][CH2:4][C:5]1[CH:10]=[CH:9][C:8]([N+:11]([O-])=O)=[CH:7][CH:6]=1>[Ni]>[NH2:23][C:20]1[CH:19]=[CH:18][C:17]([S:16][CH2:15][CH2:14][N:2]([CH2:3][CH2:4][C:5]2[CH:6]=[CH:7][C:8]([NH2:11])=[CH:9][CH:10]=2)[CH3:1])=[CH:22][CH:21]=1. Procedure: The title compound was prepared by the hydrogenation of 2-[N-methyl-N-(4-nitrophenethyl)amino]-1-(4-nitrophenylthio)ethane over Raney nickel according to the procedure of Example 7(B). The reactants are Example 15b, CN(CCNN)C (N-[2-(dimethylamino)ethyl]hydrazine), FC1=CC=C(C=2C(C=3C=CN=CC3C(C21)=O)=O)OS(=O)(=O)C2=CC=C(C=C2)C (9-fluoro-6-(p-toluenesulfonyloxy) benzo[g]isoquinoline-5,10-dione), ClC1=CC=C(C=2C(C=3C=CN=CC3C(C21)=O)=O)OS(=O)(=O)C2=CC=C(C=C2)C (9-chloro-6-(p-toluenesulfonyloxy) benzo [g]isoquinoline-5,10-dione), C(C)(C)N(C(C)C)CC (N,N-diisopropylethylamine). Run in C1CCOC1 (THF), O (water), C1CCOC1 (THF). The product is C1(=CC=C(C=C1)S(=O)(=O)OC1=C2C=3C(=NNC3C=C1)C=1C=NC=CC1C2=O)C (5-(p-toluenesulfonyloxy)isoquino[8,7,6-cd]indazole-6(2H)-one). As a reaction SMILES: CN(C)[CH2:3][CH2:4][NH:5][NH2:6].F[C:9]1[C:22]2C(=O)[C:20]3[CH:19]=[N:18][CH:17]=C[C:15]=3[C:14](=[O:24])[C:13]=2[C:12]([O:25][S:26]([C:29]2[CH:34]=[CH:33][C:32]([CH3:35])=[CH:31][CH:30]=2)(=[O:28])=[O:27])=[CH:11][CH:10]=1.ClC1C2C(=O)C3C=NC=CC=3C(=O)C=2C(OS(C2C=CC(C)=CC=2)(=O)=O)=CC=1.C(N(CC)C(C)C)(C)C>C1COCC1.O>[C:32]1([CH3:35])[CH:31]=[CH:30][C:29]([S:26]([O:25][C:12]2[CH:11]=[CH:10][C:9]3[NH:6][N:5]=[C:4]4[C:3]5[CH:17]=[N:18][CH:19]=[CH:20][C:15]=5[C:14](=[O:24])[C:13]=2[C:22]=34)(=[O:28])=[O:27])=[CH:34][CH:33]=1. Reported procedure: Under a nitrogen atmosphere a solution of N-[2-(dimethylamino)ethyl]hydrazine (J. Med. Chem. 7, 493, 1964) (1.86 g) in anhydrous THF (6.0 mL) is added during 30' to the stirred 9:1 mixture of 9-fluoro-6-(p-toluenesulfonyloxy) benzo[g]isoquinoline-5,10-dione and 9-chloro-6-(p-toluenesulfonyloxy) benzo [g]isoquinoline-5,10-dione of Preparative Example 15b (2.4 g) in THF (24 mL) containing N,N-diisopropylethylamine (1.10 mL). A slightly exothermic reaction ensures, and the reaction temperature incr...